Dataset: the Open Reaction Database (ORD), a public repository of structured organic reaction records. Task: describe an organic reaction: reactants, conditions, products, and yield Reactants: Cc1ccc(C(=O)Cl)s1, ClCCl, Nc1nc2c(Cl)cccc2s1, c1ccncc1. Product: Cc1ccc(C(=O)Nc2nc3c(Cl)cccc3s2)s1. RXN SMILES: [CH3:18][c:19]1[cH:20][cH:21][c:22]([C:24](=[O:25])[Cl:26])[s:23]1.[Cl:27][CH2:28][Cl:29].[NH2:1][c:2]1[s:3][c:4]2[c:5]([n:6]1)[c:7]([Cl:11])[cH:8][cH:9][cH:10]2.[cH:12]1[cH:13][cH:14][n:15][cH:16][cH:17]1>>[NH:1]([c:2]1[s:3][c:4]2[c:5]([n:6]1)[c:7]([Cl:11])[cH:8][cH:9][cH:10]2)[C:24]([c:22]1[cH:21][cH:20][c:19]([CH3:18])[s:23]1)=[O:25]. The reactants are O=Cc1ccc(O)cc1Cl, CCCCC(O)c1cccc(-c2ccc(C(F)(F)F)cc2)n1. The product is CCCCC(Oc1ccc(C=O)c(Cl)c1)c1cccc(-c2ccc(C(F)(F)F)cc2)n1. As a reaction SMILES: [Cl:23][c:24]1[c:25]([CH:26]=[O:27])[cH:28][cH:29][c:30]([OH:32])[cH:31]1.[F:1][C:2]([c:3]1[cH:4][cH:5][c:6](-[c:9]2[cH:10][cH:11][cH:12][c:13]([CH:15]([CH2:16][CH2:17][CH2:18][CH3:19])[OH:20])[n:14]2)[cH:7][cH:8]1)([F:21])[F:22]>>[F:1][C:2]([c:3]1[cH:4][cH:5][c:6](-[c:9]2[cH:10][cH:11][cH:12][c:13]([CH:15]([CH2:16][CH2:17][CH2:18][CH3:19])[O:20][c:30]3[cH:29][cH:28][c:25]([CH:26]=[O:27])[c:24]([Cl:23])[cH:31]3)[n:14]2)[cH:7][cH:8]1)([F:21])[F:22]. Starting materials: CC1=C(C(CCC1)(C)C)/C=C/C(=C/C=C/C(=C/C(=O)O)/C)/C (Retinoic acid), P(Cl)(Cl)Cl (phosphorus trichloride). Run in C1(=CC=CC=C1)C (toluene). Conditions: time 15 hour. Yields the product CC1=C(C(CCC1)(C)C)/C=C/C(=C/C=C/C(=C/C(=O)Cl)/C)/C (retinoic acid chloride). Reaction SMILES: [CH3:1][C:2]1[CH2:7][CH2:6][CH2:5][C:4]([CH3:9])([CH3:8])[C:3]=1/[CH:10]=[CH:11]/[C:12](/[CH3:22])=[CH:13]/[CH:14]=[CH:15]/[C:16](/[CH3:21])=[CH:17]/[C:18](O)=[O:19].P(Cl)(Cl)[Cl:24]>C1(C)C=CC=CC=1>[CH3:1][C:2]1[CH2:7][CH2:6][CH2:5][C:4]([CH3:9])([CH3:8])[C:3]=1/[CH:10]=[CH:11]/[C:12](/[CH3:22])=[CH:13]/[CH:14]=[CH:15]/[C:16](/[CH3:21])=[CH:17]/[C:18]([Cl:24])=[O:19]. Reported procedure: Retinoic acid (1.00 g, 0.0033 mol) was dissolved in anhydrous toluene (10 ml) and phosphorus trichloride (PCl3) (0.46 g, 0.0033 mol) was added dropwise thereto. The mixture was stirred for 15 hours at room temperature under nitrogen atmosphere and under the condition for light and moisture to be intercepted. The retinoic acid chloride solution thus obtained was added dropwise together with the retinol prepared in Preparation 1 (0.95 g, 0.0033 mol) and triethylamine (0.61 g, 0.0041 mol) to anhydr...